Task: describe an organic reaction: reactants, conditions, products, and yield. Dataset: the Open Reaction Database (ORD), a public repository of structured organic reaction records The reactants are N1C=CC=2C1=CN=CC2 (1H-Pyrrolo[2,3-c]pyridine), ClC1=C(C(=CC(=C1)C(NCC)=O)Cl)C(=O)Cl (2,6-dichloro-4-(ethylcarbamoyl)benzene carbonyl chloride). The product is ClC=1C=C(C(=O)NCC)C=C(C1C(=O)C1=CNC2=CN=CC=C21)Cl (3,5-Dichloro-N-ethyl-4-(1H-pyrrolo[2,3-c]pyridin-3-ylcarbonyl)benzamide). Reaction SMILES: [NH:1]1[C:5]2=[CH:6][N:7]=[CH:8][CH:9]=[C:4]2[CH:3]=[CH:2]1.[Cl:10][C:11]1[CH:16]=[C:15]([C:17](=[O:21])[NH:18][CH2:19][CH3:20])[CH:14]=[C:13]([Cl:22])[C:12]=1[C:23](Cl)=[O:24]>>[Cl:10][C:11]1[CH:16]=[C:15]([CH:14]=[C:13]([Cl:22])[C:12]=1[C:23]([C:3]1[C:4]2[C:5](=[CH:6][N:7]=[CH:8][CH:9]=2)[NH:1][CH:2]=1)=[O:24])[C:17]([NH:18][CH2:19][CH3:20])=[O:21]. Procedure details: 3,5-Dichloro-N-ethyl-4-(1H-pyrrolo[2,3-c]pyridin-3-ylcarbonyl)benzamide was prepared from 1H-Pyrrolo[2,3-c]pyridine and 2,6-dichloro-4-(ethylcarbamoyl)benzene carbonyl chloride (Compound No. 2). The solvent is C(Cl)Cl (DCM), C(Cl)Cl (DCM). Run at time 1 hour. The yield is 111.6%. Reported procedure: (S)-2-(Tert-butoxycarbonylamino)butyric acid (0.010 mol) dissolved in DCM (25 ml) was placed in a cooling bath at −10° C. Pyridine (0.010 mol) was added, followed by 2,4,6-trifluoro-1,3,5-triazine (0.0345 mol). The mixture was stirred under nitrogen. After one hour, ice cold water (75 ml) was added. More DCM (45 ml) was added, and the mixture was shaken. The organic phase was separated, washed with ice cold water again (100 ml), then the organic phase dried, filtered, and concentrated to yield 2... Yields the product FC(=O)[C@H](CC)NC(OC(C)(C)C)=O ((S)-1,1-dimethylethyl [1-(fluorocarbonyl)propyl]-carbamate). As a reaction SMILES: [C:1]([O:5][C:6]([NH:8][C@@H:9]([CH2:13][CH3:14])[C:10](O)=[O:11])=[O:7])([CH3:4])([CH3:3])[CH3:2].N1C=CC=CC=1.[F:21]C1N=C(F)N=C(F)N=1>C(Cl)Cl>[F:21][C:10]([C@@H:9]([NH:8][C:6](=[O:7])[O:5][C:1]([CH3:4])([CH3:3])[CH3:2])[CH2:13][CH3:14])=[O:11]. Reactants: N1=CC=CC=C1 (Pyridine), ice, C(C)(C)(C)OC(=O)N[C@H](C(=O)O)CC ((S)-2-(Tert-butoxycarbonylamino)butyric acid), FC1=NC(=NC(=N1)F)F (2,4,6-trifluoro-1,3,5-triazine). The reactants are IC1=C(N(C(=N1)C1=CC(=CC=C1)C(F)(F)F)C)C(=O)O (5-iodo-3-methyl-2-(3-trifluoromethyl-phenyl)-3H-imidazole-4-carboxylic acid), N1(CCC(CC1)O)C1CCNCC1 ([1,4′]bipiperidinyl-4-ol). Product: OC1CCN(CC1)C1CCN(CC1)C(=O)C=1N(C(=NC1I)C1=CC(=CC=C1)C(F)(F)F)C ((4-Hydroxy-[1,4′]bipiperidinyl-1′-yl)-[5-iodo-3-methyl-2-(3-trifluoromethyl-phenyl)-3H-imidazol-4-yl]-methanone). Reaction SMILES: [I:1][C:2]1[N:6]=[C:5]([C:7]2[CH:12]=[CH:11][CH:10]=[C:9]([C:13]([F:16])([F:15])[F:14])[CH:8]=2)[N:4]([CH3:17])[C:3]=1[C:18]([OH:20])=O.[N:21]1([CH:28]2[CH2:33][CH2:32][NH:31][CH2:30][CH2:29]2)[CH2:26][CH2:25][CH:24]([OH:27])[CH2:23][CH2:22]1>>[OH:27][CH:24]1[CH2:23][CH2:22][N:21]([CH:28]2[CH2:33][CH2:32][N:31]([C:18]([C:3]3[N:4]([CH3:17])[C:5]([C:7]4[CH:12]=[CH:11][CH:10]=[C:9]([C:13]([F:14])([F:15])[F:16])[CH:8]=4)=[N:6][C:2]=3[I:1])=[O:20])[CH2:30][CH2:29]2)[CH2:26][CH2:25]1. Reported procedure: In analogy to the procedure described for example 2, 5-iodo-3-methyl-2-(3-trifluoromethyl-phenyl)-3H-imidazole-4-carboxylic acid (example 36) was coupled with [1,4′]bipiperidinyl-4-ol to give the title compound as light red solid. MS: 563.2 (MH+). The reactants are ClC=1C=NC=2N(C1)N=C(C2)C(=O)O (6-chloro-pyrazolo[1,5-a]pyrimidine-2-carboxylic acid), [N+](=O)([O-])C1=C2CCNCC2=CC=C1 (5-Nitro-1,2,3,4-tetrahydro-isoquinoline). Product: ClC=1C=NC=2N(C1)N=C(C2)C(=O)N2CC1=CC=CC(=C1CC2)[N+](=O)[O-] ((6-Chloro-pyrazolo[1,5-a]pyrimidin-2-yl)-(5-nitro-3,4-dihydro-1H-isoquinolin-2-yl)-methanone). RXN SMILES: [Cl:1][C:2]1[CH:3]=[N:4][C:5]2[N:6]([N:8]=[C:9]([C:11]([OH:13])=O)[CH:10]=2)[CH:7]=1.[N+:14]([C:17]1[CH:26]=[CH:25][CH:24]=[C:23]2[C:18]=1[CH2:19][CH2:20][NH:21][CH2:22]2)([O-:16])=[O:15]>>[Cl:1][C:2]1[CH:3]=[N:4][C:5]2[N:6]([N:8]=[C:9]([C:11]([N:21]3[CH2:20][CH2:19][C:18]4[C:23](=[CH:24][CH:25]=[CH:26][C:17]=4[N+:14]([O-:16])=[O:15])[CH2:22]3)=[O:13])[CH:10]=2)[CH:7]=1. Procedure details: In close analogy to the procedure described in Example 1, 6-chloro-pyrazolo[1,5-a]pyrimidine-2-carboxylic acid is reacted with 5-Nitro-1,2,3,4-tetrahydro-isoquinoline to provide the title compound in moderate yield.